Task: describe an organic reaction: reactants, conditions, products, and yield. Dataset: the Open Reaction Database (ORD), a public repository of structured organic reaction records Reactants: C(CCCCCCCCCC)C1=NOC(=N1)C=1C=C(C=O)C=CC1 (3-(3-undecyl-1,2,4-oxadiazol-5-yl)benzaldehyde), FC(C1=C(CN)C=CC=C1)(F)F (2-(trifluoromethyl)benzylamine). Product: FC(C1=C(CNCC2=CC(=CC=C2)C2=NC(=NO2)CCCCCCCCCCC)C=CC=C1)(F)F (N-[2-(trifluoromethyl)benzyl]-N-[3-(3-undecyl-1,2,4-oxadiazol-5-yl)benzyl]amine). As a reaction SMILES: [CH2:1]([C:12]1[N:16]=[C:15]([C:17]2[CH:18]=[C:19]([CH:22]=[CH:23][CH:24]=2)[CH:20]=O)[O:14][N:13]=1)[CH2:2][CH2:3][CH2:4][CH2:5][CH2:6][CH2:7][CH2:8][CH2:9][CH2:10][CH3:11].[F:25][C:26]([F:36])([F:35])[C:27]1[CH:34]=[CH:33][CH:32]=[CH:31][C:28]=1[CH2:29][NH2:30]>>[F:25][C:26]([F:35])([F:36])[C:27]1[CH:34]=[CH:33][CH:32]=[CH:31][C:28]=1[CH2:29][NH:30][CH2:20][C:19]1[CH:22]=[CH:23][CH:24]=[C:17]([C:15]2[O:14][N:13]=[C:12]([CH2:1][CH2:2][CH2:3][CH2:4][CH2:5][CH2:6][CH2:7][CH2:8][CH2:9][CH2:10][CH3:11])[N:16]=2)[CH:18]=1. Reported procedure: The same procedure as employed in the preparation of Example 357 (step a) but using 3-(3-undecyl-1,2,4-oxadiazol-5-yl)benzaldehyde and 2-(trifluoromethyl)benzylamine gave the title compound as an oil. M+(LC/MS(ESI)): 488.4. HPLC (Condition A), Rt: 4.78 min (HPLC purity: 95.4%). Reactants: C[C@@H]1N(CCN([C@H]1C)C)C(=O)OCC1=CC=CC=C1 (Phenylmethyl (2S,3S)-2,3,4-trimethyl-1-piperazinecarboxylate). Solvent: CO (MeOH). Yields the product hydrochloride salt, CN1[C@H]([C@@H](NCC1)C)C ((2S,3S)-1,2,3-trimethylpiperazine). Isolated yield 156.0%. RXN SMILES: [CH3:1][C@H:2]1[C@H:7]([CH3:8])[N:6](C)[CH2:5][CH2:4][N:3]1[C:10](OCC1C=CC=CC=1)=O>CO>[CH3:10][N:3]1[CH2:4][CH2:5][NH:6][C@@H:7]([CH3:8])[C@@H:2]1[CH3:1]. Reported procedure: Phenylmethyl (2S,3S)-2,3,4-trimethyl-1-piperazinecarboxylate (323 mg, 1.23 mmol) (Example 198) was dissolved in 20 mL of MeOH, degassed and placed under argon. 10% Pd/C (81 mg) was added, and the contents were thoroughly degassed and placed under a hydrogen balloon for approximately 3 hrs. The contents were then degassed and filtered through Celite, and the Celite pad was washed with DCM and MeOH. After 2.70 mL 1N HCl was added, the resulting filtrate was concentrated in vacuo to provide the hyd... Product: Oc1nc(O)c(-c2ccc(Cl)cc2)c(-c2ccc(Cl)cc2Cl)n1. The reactants are CSc1nc(O)c(-c2ccc(Cl)cc2)c(-c2ccc(Cl)cc2Cl)n1, ClCCl, O=C(OO)c1cccc(Cl)c1. Reaction SMILES: [CH3:1][S:2][c:3]1[n:4][c:5](-[c:17]2[c:18]([Cl:24])[cH:19][c:20]([Cl:23])[cH:21][cH:22]2)[c:6](-[c:10]2[cH:11][cH:12][c:13]([Cl:16])[cH:14][cH:15]2)[c:7]([OH:9])[n:8]1.[Cl:36][CH2:37][Cl:38].[OH:25][O:26][C:27]([c:28]1[cH:29][c:30]([Cl:31])[cH:32][cH:33][cH:34]1)=[O:35]>>[c:3]1([OH:25])[n:4][c:5](-[c:17]2[c:18]([Cl:24])[cH:19][c:20]([Cl:23])[cH:21][cH:22]2)[c:6](-[c:10]2[cH:11][cH:12][c:13]([Cl:16])[cH:14][cH:15]2)[c:7]([OH:9])[n:8]1.